The task is: describe an organic reaction: reactants, conditions, products, and yield. This data is from the Open Reaction Database (ORD), a public repository of structured organic reaction records. Reactants: CC(C)(C)OC(=O)CBr, CC(C)(C)OC(=O)N1CCC(=O)CC1, C1CCOC1, [Li]CCCC, CC(C)NC(C)C, [Cl-], [NH4+]. Yields the product CC(C)(C)OC(=O)CC1CN(C(=O)OC(C)(C)C)CCC1=O. Reaction SMILES: [Br:27][CH2:28][C:29](=[O:30])[O:31][C:32]([CH3:33])([CH3:34])[CH3:35].[C:13]([CH3:14])([CH3:15])([CH3:16])[O:17][C:18](=[O:19])[N:20]1[CH2:21][CH2:22][C:23](=[O:26])[CH2:24][CH2:25]1.[CH2:36]1[O:37][CH2:38][CH2:39][CH2:40]1.[CH3:8][CH2:9][CH2:10][CH2:11][Li:12].[CH:1]([NH:2][CH:3]([CH3:4])[CH3:5])([CH3:6])[CH3:7].[Cl-:41].[NH4+:42]>>[C:13]([CH3:14])([CH3:15])([CH3:16])[O:17][C:18](=[O:19])[N:20]1[CH2:21][CH2:22][C:23](=[O:26])[CH:24]([CH2:28][C:29](=[O:30])[O:31][C:32]([CH3:33])([CH3:34])[CH3:35])[CH2:25]1. Reactants: F[C@@H]1CN(CC1)C[C@@H](O)C1=CC=CC=C1 (2-(3-(S)-fluoropyrrolidin-1-yl)-1-(S)-phenylethanol), F[C@@H]1CN(CC1)[C@@H](CO)C1=CC=CC=C1 (2-(3-(S)-fluoropyrrolidin-1-yl)-2-(R)-phenylethanol), CNC1=CC=C(C(=O)OC)C=C1 (methyl 4-methylaminobenzoate), Example 1 ( i ). Product: F[C@@H]1CN(CC1)C[C@H](C1=CC=CC=C1)N(C)C1=CC=C(C(=O)OC)C=C1 (Methyl 4-{N-[2-(3-(S)-fluoropyrrolidin-1-yl)-1-(S)-phenylethyl]-N-methylamino}benzoate). Yield: 54.0%. As a reaction SMILES: [F:1][C@H:2]1[CH2:6][CH2:5][N:4]([CH2:7][C@H:8]([C:10]2[CH:15]=[CH:14][CH:13]=[CH:12][CH:11]=2)O)[CH2:3]1.F[C@H]1CCN([C@H](C2C=CC=CC=2)CO)C1.[CH3:31][NH:32][C:33]1[CH:42]=[CH:41][C:36]([C:37]([O:39][CH3:40])=[O:38])=[CH:35][CH:34]=1>>[F:1][C@H:2]1[CH2:6][CH2:5][N:4]([CH2:7][C@@H:8]([N:32]([C:33]2[CH:42]=[CH:41][C:36]([C:37]([O:39][CH3:40])=[O:38])=[CH:35][CH:34]=2)[CH3:31])[C:10]2[CH:15]=[CH:14][CH:13]=[CH:12][CH:11]=2)[CH2:3]1. Reported procedure: This was prepared from 2-(3-(S)-fluoropyrrolidin-1-yl)-1-(S)-phenylethanol and 2-(3-(S)-fluoropyrrolidin-1-yl)-2-(R)-phenylethanol and methyl 4-methylaminobenzoate in 54% yield according to a procedure similar to that described in Example 1 (i). Reactants: CCOC(C)CO, Cc1ccc(S(=O)(=O)Cl)cc1, c1ccncc1. Yields the product CCOC(C)COS(=O)(=O)c1ccc(C)cc1. Reaction SMILES: [CH2:1]([CH3:2])[O:3][CH:4]([CH2:5][OH:6])[CH3:7].[c:8]1([CH3:18])[cH:9][cH:10][c:11]([S:14](=[O:15])(=[O:16])[Cl:17])[cH:12][cH:13]1.[cH:19]1[cH:20][cH:21][n:22][cH:23][cH:24]1>>[CH2:1]([CH3:2])[O:3][CH:4]([CH2:5][O:6][S:14]([c:11]1[cH:10][cH:9][c:8]([CH3:18])[cH:13][cH:12]1)(=[O:15])=[O:16])[CH3:7]. The reactants are COC(=O)c1cc2ccc(SCc3ccc(OC)cc3)cc2nc1OC, O=CO, ClCCl, O, S. Yields the product COC(=O)c1cc2ccc(S)cc2nc1OC. RXN SMILES: [CH3:1][O:2][c:3]1[n:4][c:5]2[cH:6][c:7]([S:17][CH2:18][c:19]3[cH:20][cH:21][c:22]([O:23][CH3:24])[cH:25][cH:26]3)[cH:8][cH:9][c:10]2[cH:11][c:12]1[C:13](=[O:14])[O:15][CH3:16].[CH:27]([OH:28])=[O:29].[Cl:32][CH2:33][Cl:34].[OH2:30].[SH2:31]>>[CH3:1][O:2][c:3]1[n:4][c:5]2[cH:6][c:7]([SH:17])[cH:8][cH:9][c:10]2[cH:11][c:12]1[C:13](=[O:14])[O:15][CH3:16]. Reactants: BrCC1=C(C(N=C(N1)C=1SC=CN1)C1=C(C=C(C=C1)Cl)Cl)C(=O)OC (Methyl 6-(bromomethyl)-4-(2,4-dichlorophenyl)-2-(thiazol-2-yl)-1,4-dihydropyrimidine-5-carboxylate), N1[C@H](COCC1)CO ((S)-morpholin-3-ylmethanol). Yields the product ClC1=C(C=CC(=C1)Cl)C1N=C(NC(=C1C(=O)OC)CN1[C@H](COCC1)CO)C=1SC=CN1 (Methyl 4-(2,4-dichlorophenyl)-6-(((S)-3-(hydroxymethyl)morpholino)methyl)-2-(thiazol-2-yl)-1,4-dihydropyrimidine-5-carboxylate). The yield is 44.2%. RXN SMILES: Br[CH2:2][C:3]1[NH:8][C:7]([C:9]2[S:10][CH:11]=[CH:12][N:13]=2)=[N:6][CH:5]([C:14]2[CH:19]=[CH:18][C:17]([Cl:20])=[CH:16][C:15]=2[Cl:21])[C:4]=1[C:22]([O:24][CH3:25])=[O:23].[NH:26]1[CH2:31][CH2:30][O:29][CH2:28][C@@H:27]1[CH2:32][OH:33]>>[Cl:21][C:15]1[CH:16]=[C:17]([Cl:20])[CH:18]=[CH:19][C:14]=1[CH:5]1[C:4]([C:22]([O:24][CH3:25])=[O:23])=[C:3]([CH2:2][N:26]2[CH2:31][CH2:30][O:29][CH2:28][C@@H:27]2[CH2:32][OH:33])[NH:8][C:7]([C:9]2[S:10][CH:11]=[CH:12][N:13]=2)=[N:6]1. Reported procedure: Methyl 6-(bromomethyl)-4-(2,4-dichlorophenyl)-2-(thiazol-2-yl)-1,4-dihydropyrimidine-5-carboxylate (0.92 g, 2 mmol) was reacted with (S)-morpholin-3-ylmethanol (0.24 g, 2 mmol) according to the procedure as described in Example 25, Step B to give the title compound as a pale yellow solid (0.44 g, 44%). The compound was characterized by the following spectroscopic data: RXN SMILES: [C:1]1([CH2:11][NH:12][C:13](=[O:20])[NH:14][O:15][CH2:16][C:17]([OH:19])=O)[C:10]2[C:5](=[CH:6][CH:7]=[CH:8][CH:9]=2)[CH:4]=[CH:3][CH:2]=1.[NH2:21][C@@H:22]([CH2:46][C:47]1[CH:52]=[CH:51][C:50]([O:53][C:54]([CH3:57])([CH3:56])[CH3:55])=[CH:49][CH:48]=1)[C:23]([N:25]([C@@H:37]([CH3:45])[CH:38]([O:42][CH2:43][CH3:44])[O:39][CH2:40][CH3:41])[CH2:26][C:27]1[C:36]2[C:31](=[CH:32][CH:33]=[CH:34][CH:35]=2)[CH:30]=[CH:29][CH:28]=1)=[O:24]>>[C:54]([O:53][C:50]1[CH:49]=[CH:48][C:47]([CH2:46][C@H:22]([NH:21][C:17](=[O:19])[CH2:16][O:15][NH:14][C:13]([NH:12][CH2:11][C:1]2[C:10]3[C:5](=[CH:6][CH:7]=[CH:8][CH:9]=3)[CH:4]=[CH:3][CH:2]=2)=[O:20])[C:23]([N:25]([C@@H:37]([CH3:45])[CH:38]([O:42][CH2:43][CH3:44])[O:39][CH2:40][CH3:41])[CH2:26][C:27]2[C:36]3[C:31](=[CH:32][CH:33]=[CH:34][CH:35]=3)[CH:30]=[CH:29][CH:28]=2)=[O:24])=[CH:52][CH:51]=1)([CH3:57])([CH3:55])[CH3:56]. Starting materials: Compound II, C1(=CC=CC2=CC=CC=C12)CNC(NOCC(=O)O)=O (2-(3-(naphthalen-1-ylmethyl)ureidooxy)acetic acid), N[C@H](C(=O)N(CC1=CC=CC2=CC=CC=C12)[C@H](C(OCC)OCC)C)CC1=CC=C(C=C1)OC(C)(C)C ((S)-2-amino-3-(4-tert-butoxyphenyl)-N—((S)-1,1-diethoxypropan-2-yl)-N-(naphthalen-1-ylmethyl)propanamide). The product is C(C)(C)(C)OC1=CC=C(C=C1)C[C@@H](C(=O)N(CC1=CC=CC2=CC=CC=C12)[C@H](C(OCC)OCC)C)NC(CONC(=O)NCC1=CC=CC2=CC=CC=C12)=O (1-(2-((S)-3-(4-tert-butoxyphenyl)-1-(((S)-1,1-diethoxypropan-2-yl)(naphthalen-1-ylmethyl)amino)-1-oxopropan-2-ylamino)-2-oxoethoxy)-3-(naphthalen-1-ylmethyl)urea). Procedure: According to the procedure described in the synthesis method of Compound II-15, 2-(3-(naphthalen-1-ylmethyl)ureidooxy)acetic acid (Compound VI-12) 81 mg (0.30 mmol) was coupled with (S)-2-amino-3-(4-tert-butoxyphenyl)-N—((S)-1,1-diethoxypropan-2-yl)-N-(naphthalen-1-ylmethyl)propanamide (Compound IV-2) 100 mg (0.20 mmol) to obtain the title compound.